This data is from the Open Reaction Database (ORD), a public repository of structured organic reaction records. The task is: describe an organic reaction: reactants, conditions, products, and yield Starting materials: ClC=1C=C(C=CC1OC(C)C)C1=NOC(=N1)C1=CC=C(C=O)C=C1 (4-(3-(3-chloro-4-isopropoxyphenyl)-1,2,4-oxadiazol-5-yl)benzaldehyde), N1CC(C1)C(=O)O (Azetidine-3-carboxylic acid), C(C)(=O)O (acetic acid), C(#N)[BH3-].[Na+] (Sodium cyanoborohydride). The solvent is CO (MeOH), CO (methanol), CO (Methanol). Conditions: time 18 hour. The product is ClC=1C=C(C=CC1OC(C)C)C1=NOC(=N1)C1=CC=C(CN2CC(C2)C(=O)O)C=C1 (1-(4-(3-(3-chloro-4-isopropoxyphenyl)-1,2,4-oxadiazol-5-yl)benzyl)azetidine-3-carboxylic acid). Yield: 55.4%. Reaction SMILES: [NH:1]1[CH2:4][CH:3]([C:5]([OH:7])=[O:6])[CH2:2]1.C(O)(=O)C.[Cl:12][C:13]1[CH:14]=[C:15]([C:23]2[N:27]=[C:26]([C:28]3[CH:35]=[CH:34][C:31]([CH:32]=O)=[CH:30][CH:29]=3)[O:25][N:24]=2)[CH:16]=[CH:17][C:18]=1[O:19][CH:20]([CH3:22])[CH3:21].C([BH3-])#N.[Na+]>CO>[Cl:12][C:13]1[CH:14]=[C:15]([C:23]2[N:27]=[C:26]([C:28]3[CH:29]=[CH:30][C:31]([CH2:32][N:1]4[CH2:4][CH:3]([C:5]([OH:7])=[O:6])[CH2:2]4)=[CH:34][CH:35]=3)[O:25][N:24]=2)[CH:16]=[CH:17][C:18]=1[O:19][CH:20]([CH3:21])[CH3:22] |f:3.4|. Procedure: Azetidine-3-carboxylic acid (3.72 g, 36.8 mmol) (Synchem) was dissolved in acetic acid (16.03 ml, 280 mmol) and methanol (2 ml). This was added to a stirred suspension of 4-(3-(3-chloro-4-isopropoxyphenyl)-1,2,4-oxadiazol-5-yl)benzaldehyde (12 g, 35.0 mmol) in MeOH (600 ml). The reaction was stirred for about 18 h. Sodium cyanoborohydride (5.50 g, 88 mmol) was added and the reaction stirred for about 4 h. The reaction was cooled with an ice bath and the precipitate was collected by vacuum filtra... Reactants: [BH4-].[Na+] (sodium borohydride), Cl (HCl), [Cl-].[Na+] (sodium chloride), ice water, [Cl-].[Na+] (sodium chloride), ClC(C(Br)(F)F)(Br)F (1-chloro-1,2-dibromotrifluoroethane), C(=C)OCC (ethyl vinyl ether), S(=O)([O-])S(=O)[O-].[Na+].[Na+] (sodium hydrosulfite), C([O-])(O)=O.[Na+] (sodium bicarbonate). Run in O (water), C1CCOC1 (THF). Run at temperature 5 celsius, time 30 minute. The product is BrC(C(CCO)(F)Cl)(F)F (4-bromo-3-chloro-3,4,4-trifluorobutanol). Isolated yield 78.1%. RXN SMILES: S(S([O-])=O)([O-])=O.[Na+].[Na+].C(=O)(O)[O-].[Na+].[Cl:14][C:15]([F:21])(Br)[C:16]([F:19])([F:18])[Br:17].[CH:22]([O:24]CC)=[CH2:23].[Cl-].[Na+].[BH4-].[Na+].Cl>O.C1COCC1>[Br:17][C:16]([F:19])([F:18])[C:15]([Cl:14])([F:21])[CH2:23][CH2:22][OH:24] |f:0.1.2,3.4,7.8,9.10|. Procedure: A solution of sodium hydrosulfite (34.8 g, 0.2 mol) and sodium bicarbonate (22.0 g, 0.262 mol) in water (400 mL) was treated with 400 mL of THF and the mixture was cooled to 5° C. A mixture of 1,2-dibromo-1-chlorotrifluoroethane (VI) (55.26 g, 0.2 mol) and ethyl vinyl ether (21.6 g, 0.3 mol) was added in one portion to the above mixture with stirring and cooling. The mixture was then stirred at 10°-15° C. for 30 min and then solid sodium chloride was added to saturate the aqueous layer. The aque...